From a dataset of the Open Reaction Database (ORD), a public repository of structured organic reaction records. describe an organic reaction: reactants, conditions, products, and yield Starting materials: Cl.COC1=CC=C2C=C(C=NC2=C1)C(=O)OCC (7-methoxy-3-ethoxycarbonylquinoline hydrochloride), [OH-].[Na+] (NaOH). Run in CCO (EtOH). Reaction conditions: time 8 hour. Yields the product COC1=CC=C2C=C(C=NC2=C1)C(=O)O (7-methoxy-3-carboxyquinoline). RXN SMILES: Cl.[CH3:2][O:3][C:4]1[CH:13]=[C:12]2[C:7]([CH:8]=[C:9]([C:14]([O:16]CC)=[O:15])[CH:10]=[N:11]2)=[CH:6][CH:5]=1.[OH-].[Na+]>CCO>[CH3:2][O:3][C:4]1[CH:13]=[C:12]2[C:7]([CH:8]=[C:9]([C:14]([OH:16])=[O:15])[CH:10]=[N:11]2)=[CH:6][CH:5]=1 |f:0.1,2.3|. Procedure details: To a stirred solution of 7-methoxy-3-ethoxycarbonylquinoline hydrochloride (Step C, 1.45 g, 5.4 mmol) in EtOH (24 mL) was added at RT 2N NaOH (8 mL, 16 mmol). The reaction was stirred at RT overnight. After concentration under vacuum, the mixture was acidified with 1N HCl. The resulting solid was filtered off, washed with water and dried over P2O5 to give 7-methoxy-3-carboxyquinoline. The reactants are CCOC(C)=O, CN1CCCC1=O, O=C1c2ccccc2C(=O)N1Cc1ccc(Cl)c(O)c1, N#Cc1cc(F)cc(Cl)c1, [K+], [K+], O=C([O-])[O-], O=C(O)CC(O)(CC(=O)O)C(=O)O. Yields the product N#Cc1cc(Cl)cc(Oc2cc(CN3C(=O)c4ccccc4C3=O)ccc2Cl)c1. Reaction SMILES: [CH3:50][CH2:51][O:52][C:53]([CH3:54])=[O:55].[CH3:56][N:57]1[CH2:58][CH2:59][CH2:60][C:61]1=[O:62].[Cl:1][c:2]1[c:3]([OH:20])[cH:4][c:5]([CH2:8][N:9]2[C:10](=[O:19])[c:11]3[cH:12][cH:13][cH:14][cH:15][c:16]3[C:17]2=[O:18])[cH:6][cH:7]1.[Cl:21][c:22]1[cH:23][c:24]([C:25]#[N:26])[cH:27][c:28]([F:30])[cH:29]1.[K+:31].[K+:32].[O-:33][C:34]([O-:35])=[O:36].[OH:37][C:38]([CH2:39][C:40]([C:41](=[O:42])[OH:43])([CH2:44][C:45](=[O:46])[OH:47])[OH:48])=[O:49]>>[Cl:1][c:2]1[c:3]([O:20][c:28]2[cH:27][c:24]([C:25]#[N:26])[cH:23][c:22]([Cl:21])[cH:29]2)[cH:4][c:5]([CH2:8][N:9]2[C:10](=[O:19])[c:11]3[cH:12][cH:13][cH:14][cH:15][c:16]3[C:17]2=[O:18])[cH:6][cH:7]1. The reactants are S=C(Cl)Cl, Cl, Cc1c(N)cc(F)c2cccnc12, [Na+], [OH-], O. Product: Cc1c(N=C=S)cc(F)c2cccnc12. As a reaction SMILES: [Cl:14][C:15]([Cl:16])=[S:17].[ClH:21].[NH2:1][c:2]1[cH:3][c:4]([F:13])[c:5]2[cH:6][cH:7][cH:8][n:9][c:10]2[c:11]1[CH3:12].[Na+:19].[OH-:18].[OH2:20]>>[N:1]([c:2]1[cH:3][c:4]([F:13])[c:5]2[cH:6][cH:7][cH:8][n:9][c:10]2[c:11]1[CH3:12])=[C:15]=[S:17]. As a reaction SMILES: [CH3:7][O:8][c:9]1[cH:10][cH:11][c:12]([CH2:13][n:14]2[n:15][cH:16][c:17]([C:19](=[O:20])[OH:21])[cH:18]2)[cH:22][cH:23]1.[Cl:1][C:2]([C:3]([Cl:4])=[O:5])=[O:6].[Cl:26][CH2:27][Cl:28].[NH3:24].[O:29]=[CH:30][N:31]([CH3:32])[CH3:33].[OH2:25]>>[CH3:7][O:8][c:9]1[cH:10][cH:11][c:12]([CH2:13][n:14]2[n:15][cH:16][c:17]([C:19](=[O:20])[NH2:24])[cH:18]2)[cH:22][cH:23]1. Reactants: COc1ccc(Cn2cc(C(=O)O)cn2)cc1, O=C(Cl)C(=O)Cl, ClCCl, N, CN(C)C=O, O. The product is COc1ccc(Cn2cc(C(N)=O)cn2)cc1.